Dataset: the Open Reaction Database (ORD), a public repository of structured organic reaction records. Task: describe an organic reaction: reactants, conditions, products, and yield Starting materials: C(C)(=O)OC[C@@H]1[C@H]([C@@H]([C@H](CC1)O[C@H](C)C1=CC(=CC(=C1)C(F)(F)F)C(F)(F)F)C1=CC=C(C=C1)F)CN ([(1S,2R,3R,4S)-2-(aminomethyl)-4-{(1R)-1-[3,5-bis(trifluoromethyl)phenyl]ethoxy}-3-(4-fluorophenyl)cyclohexyl]methyl acetate), C1(CC(CC1)=O)=O (cyclopentane-1,3-dione). The reagents and catalysts are CC=1C=CC(=CC1)S(=O)(=O)O (PTSA). The solvent is C1(=CC=CC=C1)C (toluene). Reaction conditions: temperature 50 celsius, time 2 hour. The product is FC(C=1C=C(C=C(C1)C(F)(F)F)[C@@H](C)O[C@@H]1[C@H]([C@@H]([C@H](CC1)CO)CNC1=CC(CC1)=O)C1=CC=C(C=C1)F)(F)F (3-({[(1R,2R,3S,6S)-3-{(1R)-1-[3,5-bis(trifluoromethyl)phenyl]ethoxy}-2-(4-fluorophenyl)-6-(hydroxymethyl)cyclohexyl]methyl}amino)cyclopent-2-en-1-one). Isolated yield 32.2%. As a reaction SMILES: C([O:4][CH2:5][C@H:6]1[CH2:11][CH2:10][C@H:9]([O:12][C@@H:13]([C:15]2[CH:20]=[C:19]([C:21]([F:24])([F:23])[F:22])[CH:18]=[C:17]([C:25]([F:28])([F:27])[F:26])[CH:16]=2)[CH3:14])[C@@H:8]([C:29]2[CH:34]=[CH:33][C:32]([F:35])=[CH:31][CH:30]=2)[C@@H:7]1[CH2:36][NH2:37])(=O)C.[C:38]1(=O)[CH2:42][CH2:41][C:40](=[O:43])[CH2:39]1>C1(C)C=CC=CC=1.CC1C=CC(S(O)(=O)=O)=CC=1>[F:23][C:21]([F:24])([F:22])[C:19]1[CH:20]=[C:15]([C@H:13]([O:12][C@H:9]2[CH2:10][CH2:11][C@H:6]([CH2:5][OH:4])[C@@H:7]([CH2:36][NH:37][C:38]3[CH2:42][CH2:41][C:40](=[O:43])[CH:39]=3)[C@@H:8]2[C:29]2[CH:30]=[CH:31][C:32]([F:35])=[CH:33][CH:34]=2)[CH3:14])[CH:16]=[C:17]([C:25]([F:28])([F:27])[F:26])[CH:18]=1. Procedure: To a solution of 0.35 g (0.65 mmol) of [(1S,2R,3R,4S)-2-(aminomethyl)-4-{(1R)-1-[3,5-bis(trifluoromethyl)phenyl]ethoxy}-3-(4-fluorophenyl)cyclohexyl]methyl acetate (from Step N) in 30 mL dry toluene was added cyclopentane-1,3-dione (0.064 g, 0.65 mmol) and a catalytic amount (˜0.5 mg) of PTSA. The resulting mixture was heated at reflux for 1 hr. The solvent was removed under vacuum and the residue was dissolved in 30 mL methanol. Sodium hydroxide (15 mL, 5 N) was added and the resulting mixture ... The reactants are CN(C)S(=O)(=O)c1ccc(-c2cnc3[nH]c(CCC4CCCCC(=S)N4)nc3c2)cc1, CO, N, NC1=NC(CCc2nc3cc(-c4ccccc4)cnc3[nH]2)CCCC1. Yields the product CN(C)S(=O)(=O)c1ccc(-c2cnc3[nH]c(CCC4CCCCC(N)=N4)nc3c2)cc1. Reaction SMILES: [CH3:26][N:27]([S:28](=[O:29])(=[O:30])[c:31]1[cH:32][cH:33][c:34](-[c:35]2[cH:36][c:37]3[n:38][c:39]([CH2:40][CH2:41][CH:42]4[CH2:43][CH2:44][CH2:45][CH2:46][C:47](=[S:48])[NH:49]4)[nH:50][c:51]3[n:52][cH:53]2)[cH:54][cH:55]1)[CH3:56].[CH3:58][OH:59].[NH3:57].[c:1]1(-[c:7]2[cH:8][c:9]3[c:10]([n:11][cH:12]2)[nH:13][c:14]([CH2:16][CH2:17][CH:18]2[CH2:19][CH2:20][CH2:21][CH2:22][C:23]([NH2:25])=[N:24]2)[n:15]3)[cH:2][cH:3][cH:4][cH:5][cH:6]1>>[c:1]1(-[c:7]2[cH:8][c:9]3[c:10]([n:11][cH:12]2)[nH:13][c:14]([CH2:16][CH2:17][CH:18]2[CH2:19][CH2:20][CH2:21][CH2:22][C:23]([NH2:25])=[N:24]2)[n:15]3)[cH:2][cH:3][c:4]([S:28]([N:27]([CH3:26])[CH3:56])(=[O:29])=[O:30])[cH:5][cH:6]1. The reagents and catalysts are C(C1=CC=CC=C1)(=O)[O-].[Ag+] (silver benzoate). Product: COC1=C(C(OC1=O)CCCC(=O)OC)C1=CC=CC=C1 (methyl 4-(4-methoxy-5-oxo-3-phenyl-2,5-dihydro2-furyl)butyrate). Run in C(C)N(CC)CC (triethylamine). Starting materials: [N+](=[N-])=CC(CCC1C(=C(C(O1)=O)OC)C1=CC=CC=C1)=O (5-(4-diazo-3-oxobutyl)-3-methoxy-4-phenyl-2(5H)-furanone), CO (methanol), C(C)OCC (diethyl ether). Reported procedure: To a solution of 5-(4-diazo-3-oxobutyl)-3-methoxy-4-phenyl-2(5H)-furanone (100 mg) in methanol (2 ml) was added dropwise a solution of silver benzoate (9.6 mg) in triethylamine (0.2 ml) over a period of 10 minutes at 0° C. with stirring and the mixture was stirred for 30 minutes at ambient temperature. The reaction mixture was filtered off and the filtrate was condensed and dituted with diethyl ether. The ethereal solution was washed with lN hydrochloric acid, water and brine successively and dr... RXN SMILES: [N+](=[CH:3][C:4](=O)[CH2:5][CH2:6][CH:7]1[O:11][C:10](=[O:12])[C:9]([O:13][CH3:14])=[C:8]1[C:15]1[CH:20]=[CH:19][CH:18]=[CH:17][CH:16]=1)=[N-].C([O:24][CH2:25]C)C.C[OH:28]>C(N(CC)CC)C.C([O-])(=O)C1C=CC=CC=1.[Ag+]>[CH3:14][O:13][C:9]1[C:10](=[O:12])[O:11][CH:7]([CH2:6][CH2:5][CH2:4][C:3]([O:24][CH3:25])=[O:28])[C:8]=1[C:15]1[CH:20]=[CH:19][CH:18]=[CH:17][CH:16]=1 |f:4.5|. The reactants are Cl.ClC1=C(C=C(C=C1)C(CCC1N2CCC(C1=O)CC2)=O)[N+](=O)[O-] (2-[3-(4-chloro-3-nitrophenyl)-3-oxopropyl]-1-azabicyclo[2.2.2]octan-3-one hydrochloride), [H][H] (hydrogen). Reagents/catalysts: [Pd] (palladium on carbon). Solvent: C(C)O (ethanol). Product: Cl.Cl.NC=1C=C(C=CC1Cl)C(CCC1N2CCC(C1=O)CC2)=O (2-[3-(3-Amino-4-chlorophenyl)-3-oxopropyl]-1-azabicyclo[2.2.2]octan-3-one dihydrochloride). Reaction SMILES: [ClH:1].[Cl:2][C:3]1[CH:8]=[CH:7][C:6]([C:9](=[O:21])[CH2:10][CH2:11][CH:12]2[C:17](=[O:18])[CH:16]3[CH2:19][CH2:20][N:13]2[CH2:14][CH2:15]3)=[CH:5][C:4]=1[N+:22]([O-])=O.[H][H]>[Pd].C(O)C>[ClH:2].[ClH:1].[NH2:22][C:4]1[CH:5]=[C:6]([C:9](=[O:21])[CH2:10][CH2:11][CH:12]2[C:17](=[O:18])[CH:16]3[CH2:19][CH2:20][N:13]2[CH2:14][CH2:15]3)[CH:7]=[CH:8][C:3]=1[Cl:2] |f:0.1,5.6.7|. Reported procedure: Hydrogenate 11.2 g (0.03 mole) of 2-[3-(4-chloro-3-nitrophenyl)-3-oxopropyl]-1-azabicyclo[2.2.2]octan-3-one hydrochloride over 1.5 g of 10% palladium on carbon catalyst in 250 ml of ethanol. Follow the progress of the reaction by hydrogen uptake and by thin-layer chromatography. When the reaction is complete remove the catalyst by filtration. To the filtrate add 5 ml of concentrated hydrochloric acid. Remove the solvent in vacuo to give the title compound. As a reaction SMILES: C[O:2][C:3](=[O:23])[C:4]1[C:5](=[C:10]([NH:14][CH2:15][C:16]2[CH:21]=[CH:20][CH:19]=[C:18]([Cl:22])[CH:17]=2)[CH:11]=[CH:12][CH:13]=1)[C:6]([O:8]C)=[O:7].COCCNC1C=CC=C(C(O)=O)C=1C(O)=O>>[Cl:22][C:18]1[CH:17]=[C:16]([CH:21]=[CH:20][CH:19]=1)[CH2:15][NH:14][C:10]1[CH:11]=[CH:12][CH:13]=[C:4]([C:3]([OH:23])=[O:2])[C:5]=1[C:6]([OH:8])=[O:7]. Reported procedure: 3-(3-Chloro-benzylamino)-phthalic acid dimethyl ester (1.61 g, 4.8 mmol) was treated in the same manner as described above for the synthesis of 3-(2-methoxy-ethylamino)-phthalic acid. The product of the reaction, which contained a mixture of diacid and monomethyl esters, was used without further purification. The product is ClC=1C=C(CNC2=C(C(C(=O)O)=CC=C2)C(=O)O)C=CC1 (3-(3-Chloro-benzylamino)-phthalic acid). Reactants: COC(C=1C(C(=O)OC)=C(C=CC1)NCC1=CC(=CC=C1)Cl)=O (3-(3-Chloro-benzylamino)-phthalic acid dimethyl ester), COCCNC1=C(C(C(=O)O)=CC=C1)C(=O)O (3-(2-methoxy-ethylamino)-phthalic acid), diacid, monomethyl esters. Reactants: C1(CC1)C(=O)Cl (cyclopropanecarboxylic acid chloride), [K] (potassium), COC=1C=C(C=CC1)C1(C=CCCC1)CCN (1-(m-methoxyphenyl)-2-cyclohexene-1-ethylamine). RXN SMILES: [CH:1]1([C:4](Cl)=O)[CH2:3][CH2:2]1.[K].[CH3:8][O:9][C:10]1[CH:11]=[C:12]([C:16]2([CH2:22][CH2:23][NH2:24])[CH2:21][CH2:20][CH2:19][CH:18]=[CH:17]2)[CH:13]=[CH:14][CH:15]=1>C(Cl)Cl.CCOCC>[CH:1]1([CH2:4][NH:24][CH2:23][CH2:22][C:16]2([C:12]3[CH:13]=[CH:14][CH:15]=[C:10]([O:9][CH3:8])[CH:11]=3)[CH2:21][CH2:20][CH2:19][CH:18]=[CH:17]2)[CH2:3][CH2:2]1 |^1:6|. Procedure details: 3.45 g of cyclopropanecarboxylic acid chloride are placed in 50 ml of methylene chloride, whereafter 5.0 g of potassium carbnate are added, and then a solution of 7.0 g of 1-(m-methoxyphenyl)-2-cyclohexene-1-ethylamine in 10 ml of methylene chloride is added dropwise while stirring. The mixture is stirred at room temperature overnight and subsequently at reflux for 30 minutes and cooled. Then, the precipitate is removed by filtration under suction, the filtrate is evaporated, and the oil obtaine... Run in C(Cl)Cl (methylene chloride), C(Cl)Cl (methylene chloride), CCOCC (ether). Yields the product C1(CC1)CNCCC1(C=CCCC1)C1=CC(=CC=C1)OC (N-(cyclopropylmethyl)-1-(m-methoxyphenyl)-2-cyclohexene-1-ethylamine). Reactants: ClC=1C=C(C(=NC1)NN=CC(C(F)(F)F)=O)F (3((5-chloro-3-fluoro-pyridine-2-yl) -hydrazono)-1,1,1-trifluoro-propan-2-one), C(=O)(OC)C(C)=P(C1=CC=CC=C1)(C1=CC=CC=C1)C1=CC=CC=C1 (1-carbomethoxyethylidene triphenylphosphine). The solvent is O1CCOCC1 (dioxane), CCCCCC (hexane). Conditions: temperature 50 celsius. The product is ClC=1C=C(C(=NC1)N1N=CC(=C(C1=O)C)C(F)(F)F)F (2-(5-chloro-3-fluoro-pyridin-2-yl)-4-methyl-5-trifluoromethyl-2H-pyridazin-3-one). Reaction SMILES: [Cl:1][C:2]1[CH:3]=[C:4]([F:17])[C:5]([NH:8][N:9]=[CH:10][C:11](=O)[C:12]([F:15])([F:14])[F:13])=[N:6][CH:7]=1.[C:18]([C:22](=P(C1C=CC=CC=1)(C1C=CC=CC=1)C1C=CC=CC=1)[CH3:23])(OC)=[O:19]>O1CCOCC1.CCCCCC>[Cl:1][C:2]1[CH:3]=[C:4]([F:17])[C:5]([N:8]2[C:18](=[O:19])[C:22]([CH3:23])=[C:11]([C:12]([F:15])([F:14])[F:13])[CH:10]=[N:9]2)=[N:6][CH:7]=1. Procedure: A solution of 8.09 g 3((5-chloro-3-fluoro-pyridine-2-yl) -hydrazono)-1,1,1-trifluoro-propan-2-one and 11.5 g 1-carbomethoxyethylidene triphenylphosphine in 200 ml dioxane was stired for 30 min. at 20° C. and then heated until complete conversion at 50° C. The reaction mixture was diluted with hexane, filtered from solid triphenylphosphine oxide through silicagel and evaporated. Further purification of the residue on silicagel (ethyl acetate-hexane 3:7) led to the desired product with m.p. 91-93°...